From a dataset of the Open Reaction Database (ORD), a public repository of structured organic reaction records. describe an organic reaction: reactants, conditions, products, and yield Starting materials: BrBr, CC(=O)[O-], CC(=O)O, O=C(O)c1c(F)ccc(O)c1[N+](=O)[O-], [Na+], O. Yields the product O=C(O)c1c(F)cc(Br)c(O)c1[N+](=O)[O-]. RXN SMILES: [Br:20][Br:21].[CH3:16][C:17](=[O:18])[O-:19].[CH3:22][C:23](=[O:24])[OH:25].[F:1][c:2]1[cH:3][cH:4][c:5]([OH:14])[c:6]([N+:11](=[O:12])[O-:13])[c:7]1[C:8](=[O:9])[OH:10].[Na+:15].[OH2:26]>>[F:1][c:2]1[cH:3][c:4]([Br:20])[c:5]([OH:14])[c:6]([N+:11](=[O:12])[O-:13])[c:7]1[C:8](=[O:9])[OH:10]. The reactants are [Cl-].[NH4+] (ammonium chloride), ClC=1C(=NC=C(C1)OCCC1OCCO1)F (3-Chloro-5-[2-(1,3-dioxolan-2-yl)ethoxy]-2-fluoropyridine), CC(C)([O-])C.[K+] (potassium tert-butoxide), CN1N=C(C=C1)NC1=NC=NC2=CC=C(C=C12)O (4-[(1-methyl-1H-pyrazol-3-yl)amino]quinazolin-6-ol). Run in CN(C(C)=O)C (N,N-dimethylacetamide). The product is CN1N=C(C=C1)NC1=NC=NC2=CC=CC=C12 (N-(1-methyl-1H-pyrazol-3-yl)quinazoline-4-amine). The yield is 151.2%. RXN SMILES: ClC1C(F)=NC=C(OCCC2OCCO2)C=1.CC(C)([O-])C.[K+].[CH3:23][N:24]1[CH:28]=[CH:27][C:26]([NH:29][C:30]2[C:39]3[C:34](=[CH:35][CH:36]=[C:37](O)[CH:38]=3)[N:33]=[CH:32][N:31]=2)=[N:25]1.[Cl-].[NH4+]>CN(C)C(=O)C>[CH3:23][N:24]1[CH:28]=[CH:27][C:26]([NH:29][C:30]2[C:39]3[C:34](=[CH:35][CH:36]=[CH:37][CH:38]=3)[N:33]=[CH:32][N:31]=2)=[N:25]1 |f:1.2,4.5|. Procedure: 3-Chloro-5-[2-(1,3-dioxolan-2-yl)ethoxy]-2-fluoropyridine (4.6 g, 18.4 mmol) and potassium tert-butoxide (2.6 g, 23 mmol) were added to an N,N-dimethylacetamide suspension (5 ml) of 4-[(1-methyl-1H-pyrazol-3-yl)amino]quinazolin-6-ol (2.2 g, 9.1 mmol), and reacted at 200° C. for 2 hours, using microwaves. The reaction solution was cooled to room temperature, aqueous saturated ammonium chloride solution was added, and extracted with ethyl acetate. The organic layer was washed with water and satura... Starting materials: OC1=C(C=CC=C1C)C(C=P(C1=CC=CC=C1)(C1=CC=CC=C1)C1=CC=CC=C1)=O (1-(2-hydroxy-3-methylphenyl)-2-(triphenylphosphoranylidene)ethanone), C(C)(=O)OC(C)=O (acetic anhydride), N1=CC=CC=C1 (pyridine). Solvent: C1(=CC=CC=C1)C (toluene). Yields the product CC=1OC2=C(C=CC=C2C(C1)=O)C (2,8-Dimethyl-4H-chromen-4-one). RXN SMILES: [OH:1][C:2]1[C:7]([CH3:8])=[CH:6][CH:5]=[CH:4][C:3]=1[C:9](=[O:30])[CH:10]=P(C1C=CC=CC=1)(C1C=CC=CC=1)C1C=CC=CC=1.[C:31](OC(=O)C)(=O)[CH3:32].N1C=CC=CC=1>C1(C)C=CC=CC=1>[CH3:31][C:32]1[O:1][C:2]2[C:3]([C:9](=[O:30])[CH:10]=1)=[CH:4][CH:5]=[CH:6][C:7]=2[CH3:8]. Reported procedure: 27.5 g (67 mmol) of 1-(2-hydroxy-3-methylphenyl)-2-(triphenylphosphoranylidene)ethanone are heated to reflux in 200 ml of absolute toluene. 13.7 g (134 mmol) of acetic anhydride and 11.1 g (141 mmol) of pyridine are slowly added dropwise to this solution. The reaction mixture is then heated under reflux for 6 h. After cooling to room temperature, the solution is washed with saturated sodium carbonate solution and dried over sodium sulfate. The solvent is removed in vacuo, and the residue is puri...